describe an organic reaction: reactants, conditions, products, and yield From a dataset of the Open Reaction Database (ORD), a public repository of structured organic reaction records. Reactants: CCN(C(C)C)C(C)C (DIPEA), FC(C1=CC=C2C(=C(C(C3(CCOCC3)C2=C1)=O)C(=O)OCC)O)(F)F (ethyl 7-trifluoromethyl-4-hydroxy-2-oxo-2′,3′,5′,6′-tetrahydro-spiro[naphthalene-1,4′-pyran]-3-carboxylate), Cl.C(C)(C)(C)OC(CN)=O (glycine tert-butyl ester hydrochloride). Solvent: O1CCOCC1 (dioxane), CCOCC (ether). Conditions: temperature 75 celsius, time 17 hour. The product is FC(C1=CC=C2C(=C(C(C3(CCOCC3)C2=C1)=O)C(=O)NCC(=O)OC(C)(C)C)O)(F)F (1,1-Dimethylethyl N-((7-trifluoromethyl-4-hydroxy-2-oxo-2′,3′,5′,6′-tetrahydro-spiro[naphthalene-1,4′-pyran]-3-yl)carbonyl)glycinate). Isolated yield 79.6%. RXN SMILES: CCN(C(C)C)C(C)C.[F:10][C:11]([F:35])([F:34])[C:12]1[CH:26]=[C:25]2[C:15]([C:16]([OH:33])=[C:17]([C:28](OCC)=[O:29])[C:18](=[O:27])[C:19]32[CH2:24][CH2:23][O:22][CH2:21][CH2:20]3)=[CH:14][CH:13]=1.Cl.[C:37]([O:41][C:42](=[O:45])[CH2:43][NH2:44])([CH3:40])([CH3:39])[CH3:38]>O1CCOCC1.CCOCC>[F:10][C:11]([F:34])([F:35])[C:12]1[CH:26]=[C:25]2[C:15]([C:16]([OH:33])=[C:17]([C:28]([NH:44][CH2:43][C:42]([O:41][C:37]([CH3:40])([CH3:39])[CH3:38])=[O:45])=[O:29])[C:18](=[O:27])[C:19]32[CH2:24][CH2:23][O:22][CH2:21][CH2:20]3)=[CH:14][CH:13]=1 |f:2.3|. Reported procedure: DIPEA (0.931 mL, 5.35 mmol) was added to a mixture of ethyl 7-trifluoromethyl-4-hydroxy-2-oxo-2′,3′,5′,6′-tetrahydro-spiro[naphthalene-1,4′-pyran]-3-carboxylate (1.32 g, 3.56 mmol) and glycine tert-butyl ester hydrochloride (0.717 g, 4.28 mmol) in dioxane (30 mL). The reaction mixture was stirred at 75° C. for 17 hours. The reaction mixture was cooled to room temperature and concentrated in vacuo to give a yellow solid. The crude solid was suspended in ether and filtered to give the desired comp... Reaction SMILES: [CH2:1]([N:4]1[CH2:9][CH2:8][CH:7]([OH:10])[CH2:6][CH2:5]1)[C:2]#[CH:3].C(NC(C)C)(C)C.I[C:19]1[CH:24]=[CH:23][C:22](/[C:25](/[C:42]2[CH:47]=[CH:46][C:45]([C:48]([F:51])([F:50])[F:49])=[CH:44][CH:43]=2)=[CH:26]\[CH2:27][O:28][C:29]2[CH:40]=[CH:39][C:32]([O:33][CH2:34][C:35]([O:37][CH3:38])=[O:36])=[C:31]([CH3:41])[CH:30]=2)=[CH:21][CH:20]=1>O1CCCC1.[Cu]I.Cl[Pd](Cl)([P](C1C=CC=CC=1)(C1C=CC=CC=1)C1C=CC=CC=1)[P](C1C=CC=CC=1)(C1C=CC=CC=1)C1C=CC=CC=1>[OH:10][CH:7]1[CH2:8][CH2:9][N:4]([CH2:1][C:2]#[C:3][C:19]2[CH:20]=[CH:21][C:22](/[C:25](/[C:42]3[CH:43]=[CH:44][C:45]([C:48]([F:49])([F:50])[F:51])=[CH:46][CH:47]=3)=[CH:26]\[CH2:27][O:28][C:29]3[CH:40]=[CH:39][C:32]([O:33][CH2:34][C:35]([O:37][CH3:38])=[O:36])=[C:31]([CH3:41])[CH:30]=3)=[CH:23][CH:24]=2)[CH2:5][CH2:6]1 |^1:61,80|. Starting materials: C(C#C)N1CCC(CC1)O (1-Propargylpiperidin-4-ol), C(C)(C)NC(C)C (diisopropylamine), IC1=CC=C(C=C1)\C(=C/COC1=CC(=C(OCC(=O)OC)C=C1)C)\C1=CC=C(C=C1)C(F)(F)F (methyl (Z)-[4-[3-(4-iodophenyl)-3-(4-trifluoromethylphenyl)-allyloxy]-2-methylphenoxy]acetate). The reagents and catalysts are [Cu]I (copper(I) iodide), Cl[Pd]([P](C1=CC=CC=C1)(C2=CC=CC=C2)C3=CC=CC=C3)([P](C4=CC=CC=C4)(C5=CC=CC=C5)C6=CC=CC=C6)Cl (bis(triphenylphosphine)palladium(II) dichloride). Procedure details: 1-Propargylpiperidin-4-ol (215 mg, 1.55 mmol) and diisopropylamine (0.51 mL, 3.64 mmol) were added to a solution of methyl (Z)-[4-[3-(4-iodophenyl)-3-(4-trifluoromethylphenyl)-allyloxy]-2-methylphenoxy]acetate (450 mg, 0.773 mmol; example 4) in tetrahydrofuran (10 mL). The mixture was degassed and copper(I) iodide (12 mg, 0.063 mmol) and bis(triphenylphosphine)palladium(II) dichloride (27 mg, 0.039 mmol) were added. The reaction mixture was stirred at ambient temperature for 20 h and evaporated ... Product: OC1CCN(CC1)CC#CC1=CC=C(C=C1)\C(=C/COC1=CC(=C(OCC(=O)OC)C=C1)C)\C1=CC=C(C=C1)C(F)(F)F (methyl (E)-[4-[3-[4-[3-(4-hydroxy-piperidin-1-yl)propynyl]-phenyl]-3-(4-trifluoromethylphenyl)allyloxy]-2-methylphenoxy]acetate). Conditions: time 20 hour. The solvent is O1CCCC1 (tetrahydrofuran). The reactants are BrC1=C2CCOC(C2=CC=C1)C=1NCCN1 (2-(5-bromoisochroman-1-yl)-4,5-dihydro-1H-imidazole), B1(OC(C(O1)(C)C)(C)C)B2OC(C(O2)(C)C)(C)C (bis(pinacolato)diboron), C(C)(=O)[O-].[K+] (potassiumacetate), O1CCOCC1 (dioxane). Reagents/catalysts: CC(C)([P](C(C)(C)C)([Pd][P](C(C)(C)C)(C(C)(C)C)C(C)(C)C)C(C)(C)C)C (bis(tri-t-butylphosphine)palladium(0)). Solvent: CN(C)C=O (DMF). Run at temperature 160 celsius, time 30 minute. Yields the product N1C(=NCC1)C1OCCC=2C(=CC=CC12)O (1-(4,5-Dihydro-1H-imidazol-2-yl)isochroman-5-ol). Reaction SMILES: Br[C:2]1[CH:11]=[CH:10][CH:9]=[C:8]2[C:3]=1[CH2:4][CH2:5][O:6][CH:7]2[C:12]1[NH:13][CH2:14][CH2:15][N:16]=1.B1(B2OC(C)(C)C(C)(C)O2)OC(C)(C)C(C)(C)[O:18]1.C([O-])(=O)C.[K+].O1CCOCC1>CC(C)([P](C(C)(C)C)([Pd][P](C(C)(C)C)(C(C)(C)C)C(C)(C)C)C(C)(C)C)C.CN(C=O)C>[NH:13]1[CH2:14][CH2:15][N:16]=[C:12]1[CH:7]1[C:8]2[CH:9]=[CH:10][CH:11]=[C:2]([OH:18])[C:3]=2[CH2:4][CH2:5][O:6]1 |f:2.3,^1:48,54|. Procedure: A mixture of 2-(5-bromoisochroman-1-yl)-4,5-dihydro-1H-imidazole (720 mg), bis(pinacolato)diboron (715 mg) bis(tri-t-butylphosphine)palladium(0) (39 mg), potassiumacetate (503 mg), dioxane (9 ml) and DMF (0.75 ml) was stirred under inert atmosphere in microwave reactor at 160° C. for 30 minutes. Additional bis(tri-t-butylphosphine)palladium(0) (21 mg) was added and heating continued for 15 minutes. The intermediate 2-(5-(4,4,5,5-tetramethyl-1,3,2-dioxaborolan-2-yl)isochroman-1-yl)-4,5-dihydro-1H... Product: CN1CCC(c2c[nH]c3ccc(O)cc23)CC1. The reactants are CC[SiH](CC)CC, CN1CC=C(c2c[nH]c3ccc(O)cc23)CC1, ClCCl. As a reaction SMILES: [CH2:18]([SiH:19]([CH2:20][CH3:21])[CH2:22][CH3:23])[CH3:24].[CH3:1][N:2]1[CH2:3][CH2:4][C:5]([c:8]2[cH:9][nH:10][c:11]3[cH:12][cH:13][c:14]([OH:17])[cH:15][c:16]23)=[CH:6][CH2:7]1.[Cl:25][CH2:26][Cl:27]>>[CH3:1][N:2]1[CH2:3][CH2:4][CH:5]([c:8]2[cH:9][nH:10][c:11]3[cH:12][cH:13][c:14]([OH:17])[cH:15][c:16]23)[CH2:6][CH2:7]1. Starting materials: S1C(=CC=C1)C(=O)C=1N=CN2C1SC=C2 (7-(thiophen-2-yl)carbonylimidazo[5,1-b]thiazole), C(CCC)[Sn](CCCC)(CCCC)Cl (tri-n-butylstannyl chloride), C[Si](C)(C)[N-][Si](C)(C)C.[Li+].C1CCOC1 (lithium bis(trimethylsilyl)amide THF). The product is S1C(=CC=C1)C(=O)C=1N=CN2C1SC(=C2)[Sn](CCCC)(CCCC)CCCC (7-(Thiophen-2-yl)carbonyl-2-(tri-n-butylstannyl)-imidazo[5,1-b]thiazole). RXN SMILES: [S:1]1[CH:5]=[CH:4][CH:3]=[C:2]1[C:6]([C:8]1[N:9]=[CH:10][N:11]2[CH:15]=[CH:14][S:13][C:12]=12)=[O:7].[CH2:16]([Sn:20](Cl)([CH2:25][CH2:26][CH2:27][CH3:28])[CH2:21][CH2:22][CH2:23][CH3:24])[CH2:17][CH2:18][CH3:19].C[Si]([N-][Si](C)(C)C)(C)C.[Li+].C1COCC1>>[S:1]1[CH:5]=[CH:4][CH:3]=[C:2]1[C:6]([C:8]1[N:9]=[CH:10][N:11]2[CH:15]=[C:14]([Sn:20]([CH2:21][CH2:22][CH2:23][CH3:24])([CH2:25][CH2:26][CH2:27][CH3:28])[CH2:16][CH2:17][CH2:18][CH3:19])[S:13][C:12]=12)=[O:7] |f:2.3.4|. Procedure details: The title compound (923 mg) was prepared in substantially the same manner as in step c) of Synthesis Example 1, except that 550 mg of 7-(thiophen-2-yl)carbonylimidazo[5,1-b]thiazole, 0.701 ml of tri-n-butylstannyl chloride, and 3.6 ml of a 1.0 N lithium bis(trimethylsilyl)amide/THF solution were used as the starting materials. The reactants are NC1=CC=C(C=C1)C1=CC=C2C(C(=CN3C(CCC1=C23)C)C(=O)O)=O (8-(4-aminophenyl)-6,7-dihydro-5-methyl-1-oxo-1H,5H-benzo[ij]quinolizine-2-carboxylic acid), ClCC(=O)Cl (chloroacetyl chloride). The solvent is C(C)(=O)O (acetic acid). Run at time 20 minute. Yields the product O.ClCC(=O)NC1=CC=C(C=C1)C1=CC=C2C(C(=CN3C(CCC1=C23)C)C(=O)O)=O (8-(4-chloroacetamidophenyl)-6,7-dihydro-5-methyl-1-oxo-1H,5H-benzo[ij]quinolizine-2-carboxylic acid hydrate). Reaction SMILES: [NH2:1][C:2]1[CH:7]=[CH:6][C:5]([C:8]2[C:19]3=[C:20]4[N:15]([CH:16]([CH3:21])[CH2:17][CH2:18]3)[CH:14]=[C:13]([C:22]([OH:24])=[O:23])[C:12](=[O:25])[C:11]4=[CH:10][CH:9]=2)=[CH:4][CH:3]=1.[Cl:26][CH2:27][C:28](Cl)=[O:29]>C(O)(=O)C>[OH2:23].[Cl:26][CH2:27][C:28]([NH:1][C:2]1[CH:7]=[CH:6][C:5]([C:8]2[C:19]3=[C:20]4[N:15]([CH:16]([CH3:21])[CH2:17][CH2:18]3)[CH:14]=[C:13]([C:22]([OH:24])=[O:23])[C:12](=[O:25])[C:11]4=[CH:10][CH:9]=2)=[CH:4][CH:3]=1)=[O:29] |f:3.4|. Reported procedure: To a 0.8 g sample of 8-(4-aminophenyl)-6,7-dihydro-5-methyl-1-oxo-1H,5H-benzo[ij]quinolizine-2-carboxylic acid in 5 ml of hot acetic acid was added dropwise 0.3 ml of chloroacetyl chloride. The resulting solution was cooled and stirred for 20 minutes and then filtered. The solid was dried to provide golden crystals of 8-(4-chloroacetamidophenyl)-6,7-dihydro-5-methyl-1-oxo-1H,5H-benzo[ij]quinolizine-2-carboxylic acid hydrate, m.p. 297° C. Analysis: Calculated for C22H19N2O4Cl.0.5H2O: %C, 63.4; %H...